This data is from the Open Reaction Database (ORD), a public repository of structured organic reaction records. The task is: describe an organic reaction: reactants, conditions, products, and yield Reactants: COc1ccc(C)c2sncc12, Cl, c1ccncc1, Oc1cccc2sncc12. The product is Cc1ccc(O)c2cnsc12. As a reaction SMILES: [CH3:11][O:12][c:13]1[cH:14][cH:15][c:16]([CH3:22])[c:17]2[c:18]1[cH:19][n:20][s:21]2.[ClH:23].[n:24]1[cH:25][cH:26][cH:27][cH:28][cH:29]1.[s:1]1[c:2]2[cH:3][cH:4][cH:5][c:6]([OH:7])[c:8]2[cH:9][n:10]1>>[OH:12][c:13]1[cH:14][cH:15][c:16]([CH3:22])[c:17]2[c:18]1[cH:19][n:20][s:21]2. Reactants: COC1=C(C=CC=C1)NC1=C(N)C=C(C=C1)C=1OC2=C(N1)C=CC=C2 (2-(2-(2-methoxyphenyl)aminoanilin-5-yl)benzoxazole), C(C)=O (acetaldehyde), OOS(=O)[O-].[K+] (oxone), C([O-])([O-])=O.[K+].[K+] (potassium carbonate). Run in CN(C=O)C (dimethylformamide). Reaction conditions: time 3 hour. The product is O1C(=NC2=C1C=CC=C2)C2=CC1=C(N(C(=N1)C)C1=C(C=CC=C1)OC)C=C2 (5-(benzoxazol-2-yl)-1-(2-methoxyphenyl)-2-methylbenzimidazole). The yield is 37.9%. RXN SMILES: [CH3:1][O:2][C:3]1[CH:8]=[CH:7][CH:6]=[CH:5][C:4]=1[NH:9][C:10]1[CH:16]=[CH:15][C:14]([C:17]2[O:18][C:19]3[CH:25]=[CH:24][CH:23]=[CH:22][C:20]=3[N:21]=2)=[CH:13][C:11]=1[NH2:12].[CH:26](=O)[CH3:27].OOS([O-])=O.[K+].C(=O)([O-])[O-].[K+].[K+]>CN(C)C=O>[O:18]1[C:19]2[CH:25]=[CH:24][CH:23]=[CH:22][C:20]=2[N:21]=[C:17]1[C:14]1[CH:15]=[CH:16][C:10]2[N:9]([C:4]3[CH:5]=[CH:6][CH:7]=[CH:8][C:3]=3[O:2][CH3:1])[C:26]([CH3:27])=[N:12][C:11]=2[CH:13]=1 |f:2.3,4.5.6|. Procedure: To a solution of 2-(2-(2-methoxyphenyl)aminoanilin-5-yl)benzoxazole (see Working Example 30-1) (48.0 mg, 0.135 mmol) in dimethylformamide (2 mL) was added an aqueous solution of acetaldehyde (approx. 90%, 20.5 μL, 0.405 mmol) and oxone (53.9 mg, 0.0878 mmol), and this was stirred at room temperature for 3 hours. After the reaction was complete, aqueous potassium carbonate solution was added, this was filtered and washed with water. The crystals obtained were purified by silica gel column chromat... Reactants: O=C([O-])O, COc1cc(C=Cc2nc3c(s2)NCCCC3)ccc1OCSC, CN(C)C=O, CC#N, [Na+], O. The product is COc1cc(C=Cc2nc3c(s2)NCCCC3)ccc1O. As a reaction SMILES: [C:25](=[O:26])([O-:27])[OH:28].[CH3:1][O:2][c:3]1[cH:4][c:5]([CH:6]=[CH:7][c:8]2[s:9][c:10]3[c:16]([n:17]2)[CH2:15][CH2:14][CH2:13][CH2:12][NH:11]3)[cH:18][cH:19][c:20]1[O:21][CH2:22][S:23][CH3:24].[CH3:30][N:31]([CH3:32])[CH:33]=[O:34].[CH3:35][C:36]#[N:37].[Na+:29].[OH2:38]>>[CH3:1][O:2][c:3]1[cH:4][c:5]([CH:6]=[CH:7][c:8]2[s:9][c:10]3[c:16]([n:17]2)[CH2:15][CH2:14][CH2:13][CH2:12][NH:11]3)[cH:18][cH:19][c:20]1[OH:21].